Dataset: the Open Reaction Database (ORD), a public repository of structured organic reaction records. Task: describe an organic reaction: reactants, conditions, products, and yield Starting materials: Cl (HCl), Cl.NC1=CC=C(C=N1)CC(C(=O)O)C=1N=CN(C1)C1CCCCC1 (3-(6-Aminopyridin-3-yl)-2-(1-cyclohexyl-1H-imidazol-4-yl)propionic acid hydrochloride), CO (methanol). Conditions: time 6 hour. Product: NC1=CC=C(C=N1)CC(C(=O)OC)C=1N=CN(C1)C1CCCCC1 (Methyl 3-(6-aminopyridin-3-yl)-2-(1-cyclohexyl-1H-imidazol-4-yl)propionate). Reaction SMILES: Cl.Cl.[NH2:3][C:4]1[N:9]=[CH:8][C:7]([CH2:10][CH:11]([C:15]2[N:16]=[CH:17][N:18]([CH:20]3[CH2:25][CH2:24][CH2:23][CH2:22][CH2:21]3)[CH:19]=2)[C:12]([OH:14])=[O:13])=[CH:6][CH:5]=1.[CH3:26]O>>[NH2:3][C:4]1[N:9]=[CH:8][C:7]([CH2:10][CH:11]([C:15]2[N:16]=[CH:17][N:18]([CH:20]3[CH2:25][CH2:24][CH2:23][CH2:22][CH2:21]3)[CH:19]=2)[C:12]([O:14][CH3:26])=[O:13])=[CH:6][CH:5]=1 |f:1.2|. Procedure details: 3 ml of an HCl-saturated ether solution were added to a solution of 50.0 mg (0.16 mmol) of the compound from example 1i in 8 ml of methanol and stirred at room temperature for 6 h. The solution was then concentrated to dryness, and the resulting residue was dried under high vacuum. 51 mg of the title compound resulted as bishydrochloride in the form of an amorphous solid. Reaction SMILES: [Al+3:15].[CH2:22]1[O:23][CH2:24][CH2:25][CH2:26]1.[Cl-:20].[Cl:27][CH2:28][Cl:29].[F:1][c:2]1[cH:3][cH:4][c:5]([OH:12])[c:6]([C:7](=[O:8])[O:9][CH3:10])[cH:11]1.[H-:14].[H-:17].[H-:18].[H-:19].[Li+:16].[NH4+:21].[O:13]>>[F:1][c:2]1[cH:3][cH:4][c:5]([OH:12])[c:6]([CH2:7][OH:8])[cH:11]1. Reactants: [Al+3], C1CCOC1, [Cl-], ClCCl, COC(=O)c1cc(F)ccc1O, [H-], [H-], [H-], [H-], [Li+], [NH4+], O. Yields the product OCc1cc(F)ccc1O. Reactants: N1=CC=C(C=C1)NC([C@@H](NC(=O)[C@@H]1CC[C@H](CC1)CNC(=O)OC(C)(C)C)CC1=CC=C(C=C1)OC1=CC(=CC=C1[N+](=O)[O-])Cl)=O (N-[trans-4-(t-butyloxycarbonyl)aminomethylcyclohexylcarbonyl]-4-(3-chloro-6-nitrophenoxy)-L-phenylalanine 4-pyridylamide). The solvent is [Cl-].O1CCOCC1 (chloride dioxane). Yields the product N1=CC=C(C=C1)NC([C@@H](NC(=O)[C@@H]1CC[C@H](CC1)CN)CC1=CC=C(C=C1)OC1=CC(=CC=C1[N+](=O)[O-])Cl)=O (N-(trans-4-aminomethylcyclohexylcarbonyl)-4-(3-chloro-6-nitrophenoxy)-L-phenylalanine 4-pyridylamide). The yield is 102.3%. RXN SMILES: [N:1]1[CH:6]=[CH:5][C:4]([NH:7][C:8](=[O:46])[C@H:9]([CH2:28][C:29]2[CH:34]=[CH:33][C:32]([O:35][C:36]3[C:41]([N+:42]([O-:44])=[O:43])=[CH:40][CH:39]=[C:38]([Cl:45])[CH:37]=3)=[CH:31][CH:30]=2)[NH:10][C:11]([C@H:13]2[CH2:18][CH2:17][C@H:16]([CH2:19][NH:20]C(OC(C)(C)C)=O)[CH2:15][CH2:14]2)=[O:12])=[CH:3][CH:2]=1>[Cl-].O1CCOCC1>[N:1]1[CH:6]=[CH:5][C:4]([NH:7][C:8](=[O:46])[C@H:9]([CH2:28][C:29]2[CH:34]=[CH:33][C:32]([O:35][C:36]3[C:41]([N+:42]([O-:44])=[O:43])=[CH:40][CH:39]=[C:38]([Cl:45])[CH:37]=3)=[CH:31][CH:30]=2)[NH:10][C:11]([C@H:13]2[CH2:18][CH2:17][C@H:16]([CH2:19][NH2:20])[CH2:15][CH2:14]2)=[O:12])=[CH:3][CH:2]=1 |f:1.2|. Procedure: To a solution of N-(t-butyloxycarbonyl)-4-hydroxy-L-phenylalanine 4-pyridylamide (5.35 g) in dimethyl sulfoxide (100 ml) was added oily sodium hydride (0.62 g), followed by stirring at room temperature for 30 minutes. Thereafter, 2,4-dichloronitrobenzene (2.88 g) was added and stirred at room temperature for 10 hours. After a conventional post-treatment, N-(t-butyloxycarbonyl)-4-(3-chloro-6-nitrophenoxy)-L-phenylalanine 4-pyridylamide dihydrochloride (6.66 g) was obtained. The above compound (I)... Reactants: [Br-], N#CCCc1ccc(Br)cc1, O=C([O-])[O-], [K+], [K+], O=[N+]([O-])c1ccccc1, c1c[nH]cn1. Product: N#CCCc1ccc(-n2ccnc2)cc1. RXN SMILES: [Br-:23].[Br:6][c:7]1[cH:8][cH:9][c:10]([CH2:13][CH2:14][C:15]#[N:16])[cH:11][cH:12]1.[C:17](=[O:18])([O-:19])[O-:20].[K+:21].[K+:22].[O-:24][N+:25]([c:26]1[cH:27][cH:28][cH:29][cH:30][cH:31]1)=[O:32].[nH:1]1[cH:2][n:3][cH:4][cH:5]1>>[n:1]1(-[c:7]2[cH:8][cH:9][c:10]([CH2:13][CH2:14][C:15]#[N:16])[cH:11][cH:12]2)[cH:2][n:3][cH:4][cH:5]1. As a reaction SMILES: [Br:1][c:2]1[cH:3][cH:4][c:5]2[c:6](-[c:12]3[c:13]4[n:14]([n:15][c:16]3-[c:17]3[n:18][cH:19][cH:20][cH:21][cH:22]3)[CH2:23][CH2:24][CH:25]4[OH:26])[cH:7][cH:8][n:9][c:10]2[cH:11]1.[Cl:27][CH2:28][Cl:29]>>[Br:1][c:2]1[cH:3][cH:4][c:5]2[c:6](-[c:12]3[c:13]4[n:14]([n:15][c:16]3-[c:17]3[n:18][cH:19][cH:20][cH:21][cH:22]3)[CH2:23][CH2:24][C:25]4=[O:26])[cH:7][cH:8][n:9][c:10]2[cH:11]1. Yields the product O=C1CCn2nc(-c3ccccn3)c(-c3ccnc4cc(Br)ccc34)c21. Reactants: OC1CCn2nc(-c3ccccn3)c(-c3ccnc4cc(Br)ccc34)c21, ClCCl. Starting materials: COC(=O)C1=NC=C(C=C1)NCC1=CC=CC=C1 (5-benzylaminopyridine-2-carboxylic acid methyl ester), C=O (formaldehyde). Run in C(=O)O (formic acid). The product is CN(CC1=CC=CC=C1)C=1C=CC(=NC1)C(=O)O (5-(N-methyl-N-benzylamino)-pyridine-2-carboxylic acid). RXN SMILES: C[O:2][C:3]([C:5]1[CH:10]=[CH:9][C:8]([NH:11][CH2:12][C:13]2[CH:18]=[CH:17][CH:16]=[CH:15][CH:14]=2)=[CH:7][N:6]=1)=[O:4].[CH2:19]=O>C(O)=O>[CH3:19][N:11]([C:8]1[CH:9]=[CH:10][C:5]([C:3]([OH:2])=[O:4])=[N:6][CH:7]=1)[CH2:12][C:13]1[CH:18]=[CH:17][CH:16]=[CH:15][CH:14]=1. Procedure: The mixture of 4.84 g of 5-benzylaminopyridine-2-carboxylic acid methyl ester, 8 ml of 97% aqueous formic acid and 8 ml of 37% aqueous formaldehyde is heated on a steam bath for 22 hours. It is evaporated, the residue dissolved in water and the solution again evaporated. A third such cycle with acetonitrile-toluene yields a solid which is recrystallized from 90% aqueous acetonitrile, to yield the 5-(N-methyl-N-benzylamino)-pyridine-2-carboxylic acid melting at 168°-173°.